This data is from the Open Reaction Database (ORD), a public repository of structured organic reaction records. The task is: describe an organic reaction: reactants, conditions, products, and yield The reactants are CO (methanol), C1(=CC=CC=C1)CCO (2-phenylethanol), S(=O)(=O)(O)[O-].[K+] (potassium hydrogen sulfate), COC(C1=C(C(=CC=C1)OC(=O)OC(C)(C)C)OC(=O)OC(C)(C)C)OC (2,3-bis-tert.-butoxycarbonyloxy-benzaldehyde dimethylacetal). Run at time 1 hour. Procedure: An amount of 1.43 g (3.73 mmol) of 2,3-bis-tert.-butoxycarbonyloxy-benzaldehyde dimethylacetal was dissolved in 40 ml of dried toluene. After the addition of 0.91 g (7.46 mmol) of 2-phenylethanol and 18 mg of potassium hydrogen sulfate, the resulting mixture was stirred for 1 hour under reflux. The methanol formed was then distilled off slowly, while more toluene was added to the mixture. After complete removal of the methanol, the mixture was cooled down and the potassium hydrogensulfate was fi... Product: C1(=CC=CC=C1)CCOC(C1=C(C(=CC=C1)OC(=O)OC(C)(C)C)OC(=O)OC(C)(C)C)OCCC1=CC=CC=C1 (2,3-bis-tert.-butoxycarbonyloxy-benzaldehyde bis-(2-phenylethyl)-acetal). Reaction SMILES: [CH3:1][O:2][CH:3]([O:26][CH3:27])[C:4]1[CH:9]=[CH:8][CH:7]=[C:6]([O:10][C:11]([O:13][C:14]([CH3:17])([CH3:16])[CH3:15])=[O:12])[C:5]=1[O:18][C:19]([O:21][C:22]([CH3:25])([CH3:24])[CH3:23])=[O:20].[C:28]1([CH2:34]CO)[CH:33]=[CH:32][CH:31]=[CH:30][CH:29]=1.S([O-])(O)(=O)=O.[K+].CO>C1(C)C=CC=CC=1>[C:4]1([CH2:3][CH2:27][O:26][CH:3]([O:2][CH2:1][CH2:34][C:28]2[CH:29]=[CH:30][CH:31]=[CH:32][CH:33]=2)[C:4]2[CH:9]=[CH:8][CH:7]=[C:6]([O:10][C:11]([O:13][C:14]([CH3:17])([CH3:16])[CH3:15])=[O:12])[C:5]=2[O:18][C:19]([O:21][C:22]([CH3:25])([CH3:24])[CH3:23])=[O:20])[CH:9]=[CH:8][CH:7]=[CH:6][CH:5]=1 |f:2.3|. Solvent: C1(=CC=CC=C1)C (toluene). The reactants are C=CCBr, CCOC(=O)C1CCC(O[Si](C)(C)C(C)(C)C)CC1, C1CCOC1, C[Si](C)(C)[N-][Si](C)(C)C, [K+]. Yields the product C=CCC1(C(=O)OCC)CCC(O[Si](C)(C)C(C)(C)C)CC1. Reaction SMILES: [Br:30][CH2:31][CH:32]=[CH2:33].[CH2:1]([CH3:2])[O:3][C:4](=[O:5])[CH:6]1[CH2:7][CH2:8][CH:9]([O:12][Si:13]([CH3:14])([CH3:15])[C:16]([CH3:17])([CH3:18])[CH3:19])[CH2:10][CH2:11]1.[CH2:34]1[O:35][CH2:36][CH2:37][CH2:38]1.[CH3:20][Si:21]([CH3:22])([CH3:23])[N-:24][Si:25]([CH3:26])([CH3:27])[CH3:28].[K+:29]>>[CH2:1]([CH3:2])[O:3][C:4](=[O:5])[C:6]1([CH2:33][CH:32]=[CH2:31])[CH2:7][CH2:8][CH:9]([O:12][Si:13]([CH3:14])([CH3:15])[C:16]([CH3:17])([CH3:18])[CH3:19])[CH2:10][CH2:11]1. The reactants are CC(=O)OC(C)=O, CN(C)c1ccncc1, CN(C)C=O, ClCCl, Cl, Nc1ncc(Oc2ccc(Cl)cc2)c(Nc2ccc(O)cc2)n1, [Na+], O=C([O-])O. Product: CC(=O)Oc1ccc(Nc2nc(N)ncc2Oc2ccc(Cl)cc2)cc1. Reaction SMILES: [CH3:25][C:26](=[O:27])[O:28][C:29](=[O:30])[CH3:31].[CH3:40][N:41]([CH3:42])[c:43]1[cH:44][cH:45][n:46][cH:47][cH:48]1.[CH3:49][N:50]([CH3:51])[CH:52]=[O:53].[Cl:32][CH2:33][Cl:34].[ClH:1].[NH2:2][c:3]1[n:4][cH:5][c:6]([O:17][c:18]2[cH:19][cH:20][c:21]([Cl:24])[cH:22][cH:23]2)[c:7]([NH:9][c:10]2[cH:11][cH:12][c:13]([OH:16])[cH:14][cH:15]2)[n:8]1.[Na+:39].[O-:35][C:36]([OH:37])=[O:38]>>[NH2:2][c:3]1[n:4][cH:5][c:6]([O:17][c:18]2[cH:19][cH:20][c:21]([Cl:24])[cH:22][cH:23]2)[c:7]([NH:9][c:10]2[cH:11][cH:12][c:13]([O:16][C:26]([CH3:25])=[O:27])[cH:14][cH:15]2)[n:8]1. Reactants: COC(=O)c1cc(C)c(Oc2ccc(OC)c(C(C)C)c2)c(C)c1, CO, Cl, [Na+], [OH-]. Product: COc1ccc(Oc2c(C)cc(C(=O)O)cc2C)cc1C(C)C. As a reaction SMILES: [CH3:1][c:2]1[cH:3][c:4]([C:5](=[O:6])[O:7][CH3:8])[cH:9][c:10]([CH3:24])[c:11]1[O:12][c:13]1[cH:14][c:15]([CH:21]([CH3:22])[CH3:23])[c:16]([O:19][CH3:20])[cH:17][cH:18]1.[CH3:28][OH:29].[ClH:27].[Na+:26].[OH-:25]>>[CH3:1][c:2]1[cH:3][c:4]([C:5](=[O:6])[OH:7])[cH:9][c:10]([CH3:24])[c:11]1[O:12][c:13]1[cH:14][c:15]([CH:21]([CH3:22])[CH3:23])[c:16]([O:19][CH3:20])[cH:17][cH:18]1.